Dataset: the Open Reaction Database (ORD), a public repository of structured organic reaction records. Task: describe an organic reaction: reactants, conditions, products, and yield Starting materials: ClC1=NC=C(C=C1C(=O)N[C@@H](C)C1=CC=C(C(=O)OC)C=C1)Cl (Methyl 4-((1S)-1-{[(2,5-dichloropyridin-3-yl)carbonyl]amino}ethyl)benzoate), N1=CC=CC2=CC=C(C=C12)O (quinolin-7-ol). Yields the product ClC=1C=C(C(=NC1)OC1=CC=C2C=CC=NC2=C1)C(=O)N[C@@H](C)C1=CC=C(C(=O)OC)C=C1 (Methyl 4-[(1S)-1-({[5-chloro-2-(quinolin-7-yloxy)pyridin-3-yl]carbonyl}amino)ethyl]benzoate). Reaction SMILES: Cl[C:2]1[C:7]([C:8]([NH:10][C@H:11]([C:13]2[CH:22]=[CH:21][C:16]([C:17]([O:19][CH3:20])=[O:18])=[CH:15][CH:14]=2)[CH3:12])=[O:9])=[CH:6][C:5]([Cl:23])=[CH:4][N:3]=1.[N:24]1[C:33]2[C:28](=[CH:29][CH:30]=[C:31]([OH:34])[CH:32]=2)[CH:27]=[CH:26][CH:25]=1>>[Cl:23][C:5]1[CH:6]=[C:7]([C:8]([NH:10][C@H:11]([C:13]2[CH:22]=[CH:21][C:16]([C:17]([O:19][CH3:20])=[O:18])=[CH:15][CH:14]=2)[CH3:12])=[O:9])[C:2]([O:34][C:31]2[CH:32]=[C:33]3[C:28]([CH:27]=[CH:26][CH:25]=[N:24]3)=[CH:29][CH:30]=2)=[N:3][CH:4]=1. Procedure details: The title compound was prepared according to the procedure described in step 2 of Example 45 from methyl 4-((1S)-1-{[(2,5-dichloropyridin-3-yl)carbonyl]amino}ethyl)benzoate (step 1 of Example 48) and quinolin-7-ol: 1H-NMR (CDCl3) δ 8.96 (1H, m), 8.60 (1H, d, J=2.8 Hz), 8.24–8.14 (3H, m), 8.00–7.88 (4H, m), 7.47–7.26 (4H, m), 5.39 (1H, m), 3.89 (3H, s), 1.60 (3H, d, J=7.0 Hz).